describe an organic reaction: reactants, conditions, products, and yield From a dataset of the Open Reaction Database (ORD), a public repository of structured organic reaction records. Starting materials: FC1=CC(=C(C=C1)N1CC(NCC1)C)C(F)(F)F (1-(4-Fluoro-2-trifluoromethyl-phenyl)-3-methyl-piperazine), CCN(C(C)C)C(C)C (DIPEA), COC1=CC=C(C=C1)S(=O)(=O)Cl (4-Methoxybenzenesulfonyl chloride). Solvent: C(Cl)Cl (DCM). Reaction conditions: time 14 hour. The product is FC1=CC(=C(C=C1)N1C[C@H](N(CC1)S(=O)(=O)C1=CC=C(C=C1)OC)C)C(F)(F)F ((2R)-4-[4-fluoro-2-(trifluoromethyl)phenyl]-1-[(4-methoxyphenyl)sulfonyl]-2-methylpiperazine). As a reaction SMILES: [F:1][C:2]1[CH:7]=[CH:6][C:5]([N:8]2[CH2:13][CH2:12][NH:11][CH:10]([CH3:14])[CH2:9]2)=[C:4]([C:15]([F:18])([F:17])[F:16])[CH:3]=1.CCN(C(C)C)C(C)C.[CH3:28][O:29][C:30]1[CH:35]=[CH:34][C:33]([S:36](Cl)(=[O:38])=[O:37])=[CH:32][CH:31]=1>C(Cl)Cl>[F:1][C:2]1[CH:7]=[CH:6][C:5]([N:8]2[CH2:13][CH2:12][N:11]([S:36]([C:33]3[CH:32]=[CH:31][C:30]([O:29][CH3:28])=[CH:35][CH:34]=3)(=[O:38])=[O:37])[C@H:10]([CH3:14])[CH2:9]2)=[C:4]([C:15]([F:17])([F:16])[F:18])[CH:3]=1. Procedure details: To solution of 1-(4-Fluoro-2-trifluoromethyl-phenyl)-3-methyl-piperazine (200 mg, 0.76 mmol) and DIPEA (0.33 mL, 1.90 mmol) in DCM (8.0 mL) was added 4-Methoxybenzenesulfonyl chloride. The reaction was allowed to stir over a 12-16 hr period, after which it was judged complete by TLC. The reaction mixture was concentrated in-vacuo, and the resultant crude oil was purified via normal phase SiO2 column chromatography using a 2%-10% EtOAc/Hex solvent gradient. The desired product, was isolated in >9...